This data is from the Open Reaction Database (ORD), a public repository of structured organic reaction records. The task is: describe an organic reaction: reactants, conditions, products, and yield The reactants are N1=CC=C(C=C1)N1CCC(CC1)C(=O)O (1-(4-pyridinyl)piperidin-4-ylcarboxylic acid), S(=O)(Cl)Cl (thionyl chloride), NC1=C(C(=O)NC2=NC=C(C=C2)Cl)C=CC(=C1)C(=O)OC (2-amino-N-(5-chloropyridin-2-yl)-4-methoxycarbonylbenzamide). Product: ClC=1C=CC(=NC1)NC(C1=C(C=C(C=C1)C(=O)OC)NC(=O)C1CCN(CC1)C(C)C)=O (N-(5-Chloropyridin-2-yl)-2-[(1-isopropylpiperidin-4-ylcarbonyl)amino]-4-methoxycarbonylbenzamide). As a reaction SMILES: N1C=[CH:5][C:4]([N:7]2[CH2:12][CH2:11][CH:10]([C:13]([OH:15])=O)[CH2:9][CH2:8]2)=[CH:3]C=1.S(Cl)(Cl)=O.[NH2:20][C:21]1[CH:36]=[C:35]([C:37]([O:39][CH3:40])=[O:38])[CH:34]=[CH:33][C:22]=1[C:23]([NH:25][C:26]1[CH:31]=[CH:30][C:29]([Cl:32])=[CH:28][N:27]=1)=[O:24]>>[Cl:32][C:29]1[CH:30]=[CH:31][C:26]([NH:25][C:23](=[O:24])[C:22]2[CH:33]=[CH:34][C:35]([C:37]([O:39][CH3:40])=[O:38])=[CH:36][C:21]=2[NH:20][C:13]([CH:10]2[CH2:9][CH2:8][N:7]([CH:4]([CH3:3])[CH3:5])[CH2:12][CH2:11]2)=[O:15])=[N:27][CH:28]=1. Procedure details: Using a similar procedure to that described in Example 275, 1-(4-pyridinyl)piperidin-4-ylcarboxylic acid (2.0 g, 9.7 mmol), thionyl chloride (1.4 m L, 19 mmol), and 2-amino-N-(5-chloropyridin-2-yl)-4-methoxycarbonylbenzamide (2.8 g, 9.2 mmol) afforded, after purification by column chromatography (SiO2: 5 to 10% [2.0 N ammonia in methanol]:methylene chloride), 0.40 g (9%) of the title compound. Starting materials: FC1=C(N([C@@H](CO)CC)CC(F)(F)F)C=CC(=C1)[N+](=O)[O-] ((2R )-2-[2-fluoro-4-nitro(2,2,2-trifluoroethyl)anilino]-1-butanol), [H-].[Na+] (NaH). The solvent is C1CCOC1 (THF), C1CCOC1 (THF). Yields the product C(C)[C@@H]1COC2=C(N1CC(F)(F)F)C=CC(=C2)[N+](=O)[O-] ((3R)-3-ethyl-3,4-dihydro-7-nitro-4-(2,2,2-trifluoroethyl)-2H-1,4-benzoxazine). The yield is 75.3%. Reaction SMILES: F[C:2]1[CH:18]=[C:17]([N+:19]([O-:21])=[O:20])[CH:16]=[CH:15][C:3]=1[N:4]([CH2:10][C:11]([F:14])([F:13])[F:12])[C@H:5]([CH2:8][CH3:9])[CH2:6][OH:7].[H-].[Na+]>C1COCC1>[CH2:8]([C@H:5]1[N:4]([CH2:10][C:11]([F:14])([F:13])[F:12])[C:3]2[CH:15]=[CH:16][C:17]([N+:19]([O-:21])=[O:20])=[CH:18][C:2]=2[O:7][CH2:6]1)[CH3:9] |f:1.2|. Procedure: This compound was prepared according to General Method 20 from (2R )-2-[2-fluoro-4-nitro(2,2,2-trifluoroethyl)anilino]-1-butanol (5.4 g, 17.3 mmol) in 45 mL THF and NaH (1.4 g, 35 mmol) in 10 mL THF heated at reflux for 1 hr to afford 3.78 g (75%) of (3R)-3-ethyl-3,4-dihydro-7-nitro-4-(2,2,2-trifluoroethyl)-2H-1,4-benzoxazine, after flash chromatography (gradient elution, hexanes:ethyl acetate 95:5 to 50:50). Data for (3R)-3-ethyl-3,4-dihydro-7-nitro-4-(2,2,2-trifluoroethyl)-2H-1,4-benzoxazine: ... Starting materials: ClC1=NC(=NC2=C1CCC2)CC2CCCC2 (4-chloro-2-cyclopentylmethyl-6,7-dihydro-5H-cyclopentapyrimidine), COC(=O)C1(CCCC1)C1=CC=C(C=C1)N (1-(4-amino-phenyl)-cyclopentane carboxylic acid methyl ester). The solvent is C(C)(C)O (isopropanol). Product: COC(=O)C1(CCCC1)C1=CC=C(C=C1)NC1=NC(=NC2=C1CCC2)CC2CCCC2 (1-[4-(2-cyclopentylmethyl-6,7-dihydro-5H-cyclopentapyrimidin-4-ylamino)-phenyl]-cyclopentanecarboxylic acid methyl ester). The yield is 62.6%. Reaction SMILES: Cl[C:2]1[C:7]2[CH2:8][CH2:9][CH2:10][C:6]=2[N:5]=[C:4]([CH2:11][CH:12]2[CH2:16][CH2:15][CH2:14][CH2:13]2)[N:3]=1.[CH3:17][O:18][C:19]([C:21]1([C:26]2[CH:31]=[CH:30][C:29]([NH2:32])=[CH:28][CH:27]=2)[CH2:25][CH2:24][CH2:23][CH2:22]1)=[O:20]>C(O)(C)C>[CH3:17][O:18][C:19]([C:21]1([C:26]2[CH:27]=[CH:28][C:29]([NH:32][C:2]3[C:7]4[CH2:8][CH2:9][CH2:10][C:6]=4[N:5]=[C:4]([CH2:11][CH:12]4[CH2:16][CH2:15][CH2:14][CH2:13]4)[N:3]=3)=[CH:30][CH:31]=2)[CH2:22][CH2:23][CH2:24][CH2:25]1)=[O:20]. Reported procedure: A mixture of 4-chloro-2-cyclopentylmethyl-6,7-dihydro-5H-cyclopentapyrimidine (0.38 g, 1.6 mmol) and 1-(4-amino-phenyl)-cyclopentane carboxylic acid methyl ester (0.35 g, 1.6 mmol) in anhydrous isopropanol (8 mL) was heated at reflux under nitrogen for 8 to 18 hours. Thereafter, volatiles were evaporated under reduced pressure. The residue was triturated with ether and filtered. The solid was dissolved in ethyl acetate, washed with 5% sodium bicarbonate, dried over Na2SO4, filtered, and the filt... The reactants are C(C1=CC=CC=C1)=O (benzaldehyde), Example 19 one, NC1=CC=C(C=O)C=C1 (4-aminobenzaldehyde), FC1=CC=C(C=C1)N1C=C(C(C2=CC(=C(C=C12)N1CC(CC1)N)F)=O)C(=O)O (1-p-fluorophenyl-6-fluoro-1,4-dihydro-4-oxo-7-(3-amino-1-pyrrolidinyl)-quinoline-3-carboxylic acid). Yields the product FC1=CC=C(C=C1)N1C=C(C(C2=CC(=C(C=C12)N1CC(CC1)N=CC1=CC=C(C=C1)OC)F)=O)C(=O)O (1-p-fluorophenyl-6-fluoro-1,4-dihydro-4-oxo-7-(3-(4-methoxybenzylidene)amino-1-pyrrolidinyl)-quinoline-3-carboxylic acid). RXN SMILES: [CH:1](=O)[C:2]1[CH:7]=[CH:6][CH:5]=[CH:4][CH:3]=1.NC1C=CC([CH:14]=[O:15])=CC=1.[F:18][C:19]1[CH:24]=[CH:23][C:22]([N:25]2[C:34]3[C:29](=[CH:30][C:31]([F:41])=[C:32]([N:35]4[CH2:39][CH2:38][CH:37]([NH2:40])[CH2:36]4)[CH:33]=3)[C:28](=[O:42])[C:27]([C:43]([OH:45])=[O:44])=[CH:26]2)=[CH:21][CH:20]=1>>[F:18][C:19]1[CH:24]=[CH:23][C:22]([N:25]2[C:34]3[C:29](=[CH:30][C:31]([F:41])=[C:32]([N:35]4[CH2:39][CH2:38][CH:37]([N:40]=[CH:1][C:2]5[CH:7]=[CH:6][C:5]([O:15][CH3:14])=[CH:4][CH:3]=5)[CH2:36]4)[CH:33]=3)[C:28](=[O:42])[C:27]([C:43]([OH:45])=[O:44])=[CH:26]2)=[CH:21][CH:20]=1. Reported procedure: In the described fashion of Example 1 replacing benzaldehyde with 4-aminobenzaldehyde and using the acid (1) (R=cyclopropyl) described in Example 19 one obtains 1-cyclopropyl-6-fluoro-1,4-dihydro-4-oxo-7-(3-(4-aminobenzylidene)amino-1-pyrrolidinyl)-quinoline-3-carboxylic acid (3) (R=cyclopropyl, Z=p-aminophenyl). The reactants are [BH4-], O=C([O-])O, CCO, CCOC(C)=O, [Ca+2], [Cl-], [Cl-], CCOC(=O)C1Nc2ccccc2C2C1CCN2C(=O)OC(C)(C)C, [Na+], [Na+], C1CCOC1, C1CCOC1. The product is CC(C)(C)OC(=O)N1CCC2C(CO)Nc3ccccc3C21. Reaction SMILES: [BH4-:4].[C:31](=[O:32])([O-:33])[OH:34].[CH2:36]([OH:37])[CH3:38].[CH3:49][CH2:50][O:51][C:52](=[O:53])[CH3:54].[Ca+2:3].[Cl-:1].[Cl-:2].[N:6]1([C:24](=[O:25])[O:26][C:27]([CH3:28])([CH3:29])[CH3:30])[CH2:7][CH2:8][CH:9]2[CH:10]([C:19](=[O:20])[O:21][CH2:22][CH3:23])[NH:11][c:12]3[cH:13][cH:14][cH:15][cH:16][c:17]3[CH:18]12.[Na+:35].[Na+:5].[O:39]1[CH2:40][CH2:41][CH2:42][CH2:43]1.[O:44]1[CH2:45][CH2:46][CH2:47][CH2:48]1>>[N:6]1([C:24](=[O:25])[O:26][C:27]([CH3:28])([CH3:29])[CH3:30])[CH2:7][CH2:8][CH:9]2[CH:10]([CH2:19][OH:20])[NH:11][c:12]3[cH:13][cH:14][cH:15][cH:16][c:17]3[CH:18]12. Reactants: O=C([O-])O, COc1ccc2c(c1)CCCC(OC)(OC)C2, CC(C)=O, ClCCl, [Na+], O, O, Cc1ccc(S(=O)(=O)O)cc1. The product is COc1ccc2c(c1)CCCC(=O)C2. RXN SMILES: [C:38](=[O:39])([O-:40])[OH:41].[CH3:1][O:2][c:3]1[cH:4][cH:5][c:6]2[c:7]([cH:17]1)[CH2:8][CH2:9][CH2:10][C:11]([O:13][CH3:16])([O:14][CH3:15])[CH2:12]2.[CH3:30][C:31](=[O:32])[CH3:33].[Cl:35][CH2:36][Cl:37].[Na+:42].[OH2:18].[OH2:34].[c:19]1([CH3:20])[cH:21][cH:22][c:23]([S:24]([OH:25])(=[O:26])=[O:27])[cH:28][cH:29]1>>[CH3:1][O:2][c:3]1[cH:4][cH:5][c:6]2[c:7]([cH:17]1)[CH2:8][CH2:9][CH2:10][C:11](=[O:13])[CH2:12]2. The reactants are O=C(/C=C/C=1OC(=CC(C1OCCCCCC(=O)OCC)=O)COC(C(C)(C)C)=O)CCCCC (2-(3-oxo-trans-1-octenyl)-3-(5-carboethoxypentyloxy)-6-(trimethylacetoxymethyl)-4-pyrone), C(C)[BH-](CC)CC.[Li+] (lithium triethylborohydride). Run in O1CCCC1 (tetrahydrofuran). Reaction conditions: time 30 minute. Yields the product OC(/C=C/C=1OC(=CC(C1OCCCCCC(=O)OCC)=O)COC(C(C)(C)C)=O)CCCCC (2-[(3RS)-3-hydroxy-trans-1-octenyl]-3-(5-carboethoxypentyloxy)-6-(trimethylacetoxymethyl)-4-pyrone). The yield is 40.4%. Reaction SMILES: [O:1]=[C:2]([CH2:31][CH2:32][CH2:33][CH2:34][CH3:35])/[CH:3]=[CH:4]/[C:5]1[O:6][C:7]([CH2:23][O:24][C:25](=[O:30])[C:26]([CH3:29])([CH3:28])[CH3:27])=[CH:8][C:9](=[O:22])[C:10]=1[O:11][CH2:12][CH2:13][CH2:14][CH2:15][CH2:16][C:17]([O:19][CH2:20][CH3:21])=[O:18].C([BH-](CC)CC)C.[Li+]>O1CCCC1>[OH:1][CH:2]([CH2:31][CH2:32][CH2:33][CH2:34][CH3:35])/[CH:3]=[CH:4]/[C:5]1[O:6][C:7]([CH2:23][O:24][C:25](=[O:30])[C:26]([CH3:27])([CH3:28])[CH3:29])=[CH:8][C:9](=[O:22])[C:10]=1[O:11][CH2:12][CH2:13][CH2:14][CH2:15][CH2:16][C:17]([O:19][CH2:20][CH3:21])=[O:18] |f:1.2|. Procedure details: To a solution, cooled under nitrogen to -78°, of 0.715 g (1.45 mmol) of 2-(3-oxo-trans-1-octenyl)-3-(5-carboethoxypentyloxy)-6-(trimethylacetoxymethyl)-4-pyrone in 10 ml of tetrahydrofuran was added dropwise keeping the internal temperature at -70° to -75°, 1.7 ml (1.7 mmole) of lithium triethylborohydride. After being stirred for an additional 30 min the cold reaction was quenched by the addition of 5 drops of 40% aqueous acetic acid and then partially concentrated under reduced pressure. The r... Reactants: NC1C[C@@H]2COC[C@H](C1)N2CC2=C([C@@H](N=C(N2)C=2SC=CN2)C2=C(C=C(C=C2)F)Cl)C(=O)OC (methyl (4R)-6-[[(1S,5R)-7-amino-3-oxa-9-azabicyclo[3.3.1]nonan-9-yl]methyl]-4-(2-chloro-4-fluoro-phenyl)-2-thiazol-2-yl-1,4-dihydropyrimidine-5-carboxylate), BrC1=C(C=CC(=C1)F)[C@@H]1N=C(NC(=C1C(=O)OCC)CBr)C=1SC=CN1 (ethyl (4R)-4-(2-bromo-4-fluoro-phenyl)-6-(bromomethyl)-2-thiazol-2-yl-1,4-dihydropyrimidine-5-carboxylate). The product is NC1C[C@@H]2COC[C@H](C1)N2CC2=C([C@@H](N=C(N2)C=2SC=CN2)C2=C(C=C(C=C2)F)Br)C(=O)OCC (ethyl (4R)-6-[[(1S,5R)-7-amino-3-oxa-9-azabicyclo[3.3.1]nonan-9-yl]methyl]-4-(2-bromo-4-fluoro-phenyl)-2-thiazol-2-yl-1,4-dihydropyrimidine-5-carboxylate). As a reaction SMILES: [NH2:1][CH:2]1[CH2:9][C@@H:8]2[N:10](CC3NC(C4SC=CN=4)=N[C@@H](C4C=CC(F)=CC=4Cl)C=3C(OC)=O)[C@@H:4]([CH2:5][O:6][CH2:7]2)[CH2:3]1.[Br:35][C:36]1[CH:41]=[C:40]([F:42])[CH:39]=[CH:38][C:37]=1[C@H:43]1[C:48]([C:49]([O:51][CH2:52][CH3:53])=[O:50])=[C:47]([CH2:54]Br)[NH:46][C:45]([C:56]2[S:57][CH:58]=[CH:59][N:60]=2)=[N:44]1>>[NH2:1][CH:2]1[CH2:3][C@@H:4]2[N:10]([CH2:54][C:47]3[NH:46][C:45]([C:56]4[S:57][CH:58]=[CH:59][N:60]=4)=[N:44][C@@H:43]([C:37]4[CH:38]=[CH:39][C:40]([F:42])=[CH:41][C:36]=4[Br:35])[C:48]=3[C:49]([O:51][CH2:52][CH3:53])=[O:50])[C@@H:8]([CH2:7][O:6][CH2:5]2)[CH2:9]1. Reported procedure: Compound 71a was prepared in analogy to 60b in Example 60 by using ethyl (4R)-4-(2-bromo-4-fluoro-phenyl)-6-(bromomethyl)-2-thiazol-2-yl-1,4-dihydropyrimidine-5-carboxylate 70a instead of compound C. Procedure details: By substituting 2,3-Dihydro-2-oxo-1-phenyl-3-(4-pyrimidinylmethyl)1H-indole and 5-bromopentanenitrile in Example 1, the desired product was obtained in 68% yield as an oil; NMR(CDCl3TMS): δ1.21 (m, 1H); 1.35 (m, 1H); 1.60 (m, 1H); 1.65 (m, 1H); 2.00 (m, 1H); 2.20 (m, 1H); 2.26 (m, 2H); 3.25 (d, 1H, J=14 Hz); 3.55 (d, 1H, J=14 Hz); 6.65 (d, 1H, J=8 Hz); 6.98 (m, 1H); 7.09 (m, 2H); 7.21 (m, 1H); 7.27 (m, 2H); 7.42 (m, 1H); 7.51 (t, 2H, J=7 Hz); 8.44 (d, 1H, J=5 Hz); 8.90 (s, 1H); IR(KBr): 1718, 16... Isolated yield 68.0%. The product is O=C1N(C2=CC=CC=C2C1(CCCCC#N)CC1=NC=NC=C1)C1=CC=CC=C1 (2,3-Dihydro-2-oxo-1-phenyl-3-(4-pyrimidinylmethyl)-1H-indole-3-pentanenitrile). Reaction SMILES: [O:1]=[C:2]1[CH:10]([CH2:11][C:12]2[CH:17]=[CH:16][N:15]=[CH:14][N:13]=2)[C:9]2[C:4](=[CH:5][CH:6]=[CH:7][CH:8]=2)[N:3]1[C:18]1[CH:23]=[CH:22][CH:21]=[CH:20][CH:19]=1.Br[CH2:25][CH2:26][CH2:27][CH2:28][C:29]#[N:30]>>[O:1]=[C:2]1[C:10]([CH2:11][C:12]2[CH:17]=[CH:16][N:15]=[CH:14][N:13]=2)([CH2:25][CH2:26][CH2:27][CH2:28][C:29]#[N:30])[C:9]2[C:4](=[CH:5][CH:6]=[CH:7][CH:8]=2)[N:3]1[C:18]1[CH:19]=[CH:20][CH:21]=[CH:22][CH:23]=1. The reactants are O=C1N(C2=CC=CC=C2C1CC1=NC=NC=C1)C1=CC=CC=C1 (2,3-Dihydro-2-oxo-1-phenyl-3-(4-pyrimidinylmethyl)1H-indole), BrCCCCC#N (5-bromopentanenitrile).